From a dataset of the Open Reaction Database (ORD), a public repository of structured organic reaction records. describe an organic reaction: reactants, conditions, products, and yield Starting materials: O=C(Cl)c1ccc(Br)cc1F, Cc1cc(C2CC2)cnc1N1CCNCC1, Cl. Yields the product Cc1cc(C2CC2)cnc1N1CCN(C(=O)c2ccc(Br)cc2F)CC1. As a reaction SMILES: [Br:1][c:2]1[cH:3][c:4]([F:11])[c:5]([C:6](=[O:7])[Cl:8])[cH:9][cH:10]1.[CH:13]1([c:16]2[cH:17][c:18]([CH3:28])[c:19]([N:22]3[CH2:23][CH2:24][NH:25][CH2:26][CH2:27]3)[n:20][cH:21]2)[CH2:14][CH2:15]1.[ClH:12]>>[Br:1][c:2]1[cH:3][c:4]([F:11])[c:5]([C:6](=[O:7])[N:25]2[CH2:24][CH2:23][N:22]([c:19]3[c:18]([CH3:28])[cH:17][c:16]([CH:13]4[CH2:14][CH2:15]4)[cH:21][n:20]3)[CH2:27][CH2:26]2)[cH:9][cH:10]1. Starting materials: C(C)SC1=C(C(=NC=C1)C1CN2C(=NC3=C2C=CC=C3)S1)C (2-(4-ethylthio-3-methylpyrid-2-yl)-2,3-dihydrothiazolo[3,2-a]benzimidazole), ClC=1C=C(C(=O)OO)C=CC1 (m-chloroperoxybenzoic acid). Run in C(Cl)Cl (CH2Cl2). Yields the product C(C)SC1=C(C(=NC=C1)C1CN2C(=NC3=C2C=CC=C3)S1=O)C (2-(4-Ethylthio-3-methylpyrid-2-yl)-2,3-dihydrothiazolo[3,2-a]-benzimidazole-1-oxide). As a reaction SMILES: [CH2:1]([S:3][C:4]1[CH:9]=[CH:8][N:7]=[C:6]([CH:10]2[S:21][C:13]3=[N:14][C:15]4[CH:20]=[CH:19][CH:18]=[CH:17][C:16]=4[N:12]3[CH2:11]2)[C:5]=1[CH3:22])[CH3:2].ClC1C=C(C=CC=1)C(OO)=[O:28]>C(Cl)Cl>[CH2:1]([S:3][C:4]1[CH:9]=[CH:8][N:7]=[C:6]([CH:10]2[S:21](=[O:28])[C:13]3=[N:14][C:15]4[CH:20]=[CH:19][CH:18]=[CH:17][C:16]=4[N:12]3[CH2:11]2)[C:5]=1[CH3:22])[CH3:2]. Reported procedure: A solution of 2-(4-ethylthio-3-methylpyrid-2-yl)-2,3-dihydrothiazolo[3,2-a]benzimidazole (0.01 mole) is dissolved in CH2Cl2 solution (100 ml) at 0° C. and treated with m-chloroperoxybenzoic acid (0.01 mole) for 0.5 hours. The solution is then washed with sodium carbonate solution and dried (MgSO4). Purification by chromatography on silica gives the title compound. Reactants: C1(=CC=CC=C1)NN (phenylhydrazine), CC1=C(C=CC=C1)N=C=NC1=C(C=CC=C1)C (di-(2methylphenyl)carbodiimide), C(=O)O (formic acid), salt V, [OH-].C1(=CC=CC=C1)[NH+]1N=C(N(C1)C1=C(C=CC=C1)C)NC1=C(C=CC=C1)C (1-phenyl-4-(2-methylphenyl)-3-(2-methylphenylamino)-1H-1,2,4-triazolium hydroxide). Yields the product [OH-].CC1=C(C=CC=C1)[NH+]1N=C(N(C1)C1=C(C=CC=C1)C)NC1=C(C=CC=C1)C (1,4-di-(2-Methylphenyl)-3-(2-methylphenylamino)-1H-1,2,4-triazolium hydroxide). As a reaction SMILES: C1(NN)C=CC=CC=1.[CH3:9][C:10]1[CH:15]=[CH:14][CH:13]=[CH:12][C:11]=1[N:16]=[C:17]=[N:18][C:19]1[CH:24]=[CH:23][CH:22]=[CH:21][C:20]=1[CH3:25].C(O)=[O:27].[OH-].C1([NH+]2C[N:39]([C:41]3[CH:46]=[CH:45][CH:44]=[CH:43][C:42]=3[CH3:47])[C:38](NC3C=CC=CC=3C)=[N:37]2)C=CC=CC=1>>[OH-:27].[CH3:9][C:10]1[CH:15]=[CH:14][CH:13]=[CH:12][C:11]=1[NH+:16]1[CH2:17][N:18]([C:19]2[CH:24]=[CH:23][CH:22]=[CH:21][C:20]=2[CH3:25])[C:38]([NH:39][C:41]2[CH:46]=[CH:45][CH:44]=[CH:43][C:42]=2[CH3:47])=[N:37]1 |f:3.4,5.6|. Procedure details: A similar reaction of phenylhydrazine with di-(2methylphenyl)carbodiimide and subsequent cyclization of the resulting condensate with formic acid resulted in 1-phenyl-4-(2-methylphenyl)-3-(2-methylphenylamino)-1H-1,2,4-triazolium hydroxide, inner salt V. Solvent: CO (MeOH), O (water). As a reaction SMILES: C[O:2][C:3]([C:5]1[CH:22]=[C:21]([C:23]([OH:25])=[O:24])[CH:20]=[C:19]2[C:6]=1[C@@:7]1([CH3:31])[C@H:16]([CH2:17][S:18]2(=[O:27])=[O:26])[C@:15]2([CH3:28])[C@H:10]([C:11]([CH3:30])([CH3:29])[CH2:12][CH2:13][CH2:14]2)[CH2:9][CH2:8]1)=[O:4].O[Li].O>CO.O>[CH3:31][C@@:7]12[CH2:8][CH2:9][C@@H:10]3[C@:15]([CH3:28])([CH2:14][CH2:13][CH2:12][C:11]3([CH3:29])[CH3:30])[C@H:16]1[CH2:17][S:18](=[O:26])(=[O:27])[C:19]1[C:6]2=[C:5]([C:3]([OH:4])=[O:2])[CH:22]=[C:21]([C:23]([OH:25])=[O:24])[CH:20]=1 |f:1.2|. Reactants: COC(=O)C1=C2[C@@]3(CC[C@H]4C(CCC[C@@]4([C@H]3CS(C2=CC(=C1)C(=O)O)(=O)=O)C)(C)C)C ((1R,10R,11S,16S)-3-(methoxycarbonyl)-1,11,15,15-tetramethyl-8,8-dioxo-8λ6-thiatetracyclo[8.8.0.02,7.011,16]octadeca-2,4,6-triene-5-carboxylic acid), O[Li].O (LiOH.H2O). Conditions: temperature 90 celsius. Product: C[C@@]12C3=C(C=C(C=C3S(C[C@@H]2[C@]2(CCCC([C@@H]2CC1)(C)C)C)(=O)=O)C(=O)O)C(=O)O ((1R,10R,11S,16S)-1,11,15,15-tetramethyl-8,8-dioxo-8λ6-thiatetracyclo-[8.8.0.02,7.011,16]octadeca-2,4,6-triene-3,5-dicarboxylic acid). Procedure: A mixture of (1R,10R,11S,16S)-3-(methoxycarbonyl)-1,11,15,15-tetramethyl-8,8-dioxo-8λ6-thiatetracyclo[8.8.0.02,7.011,16]octadeca-2,4,6-triene-5-carboxylic acid (84) (0.1 g, 0.2 mmol) and LiOH.H2O (0.1 g, 4 mmol) in MeOH (5.0 mL) and water (5.0 mL) was heated at 90° C. for 72 h. The reaction mixture was cooled to room temperature, concentrated under reduced pressure and acidified with 1 M HCl. The resulting solid was collected by filtration to give (1R,10R,11S,16S)-1,11,15,15-tetramethyl-8,8-diox... The yield is 103.6%. Starting materials: [H-].[Na+] (NaH), CC1=NC=2C=CC3=C(C2C(N1)=O)C=C(C=C3)C (3,9-dimethylbenzo[f]quinazolin-1(2H)-one), COCBr (Bromomethyl methyl ether). The solvent is O (water), CN(C)C=O (DMF). Run at time 35 minute. The product is CC1=NC=2C=CC3=C(C2C(N1COC)=O)C=C(C=C3)C (3,9-dimethyl-2-methoxymethylbenzo[f]quinazolin-1(2H)-one). As a reaction SMILES: [CH3:1][C:2]1[NH:11][C:10](=[O:12])[C:9]2[C:8]3[CH:13]=[C:14]([CH3:17])[CH:15]=[CH:16][C:7]=3[CH:6]=[CH:5][C:4]=2[N:3]=1.[H-].[Na+].[CH3:20][O:21][CH2:22]Br>CN(C=O)C.O>[CH3:1][C:2]1[N:11]([CH2:20][O:21][CH3:22])[C:10](=[O:12])[C:9]2[C:8]3[CH:13]=[C:14]([CH3:17])[CH:15]=[CH:16][C:7]=3[CH:6]=[CH:5][C:4]=2[N:3]=1 |f:1.2|. Procedure details: To a suspension of 3,9-dimethylbenzo[f]quinazolin-1(2H)-one (1.0 g, 4.5 mmol) in DMF (25 ml) was added 80% NaH (0.15 g, 5.0 mmol) (Aldrich) portion wise and the mixture was stirred 35 minutes. Bromomethyl methyl ether (0.39 ml, 4.8 mmol) (Aldrich) was added in one portion and the solution was stirred at room temperature overnight. The solution was then diluted with water (100 ml) and extracted twice with methylene chloride (100, 40 ml). The combined methylene chloride extracts were washed with a...